Dataset: the Open Reaction Database (ORD), a public repository of structured organic reaction records. Task: describe an organic reaction: reactants, conditions, products, and yield The reactants are C1(CCCCC1)C[C@H](N)C(=O)O (3-cyclohexyl-L-alanine), S(=O)(Cl)Cl (thionyl chloride), CO (methanol). Product: Cl.COC([C@@H](N)CC1CCCCC1)=O (3-cyclohexyl-L-alanine methyl ester hydrochloride salt). Isolated yield 83.9%. As a reaction SMILES: [CH:1]1([CH2:7][C@@H:8]([C:10]([OH:12])=[O:11])[NH2:9])[CH2:6][CH2:5][CH2:4][CH2:3][CH2:2]1.S(Cl)([Cl:15])=O.[CH3:17]O>>[ClH:15].[CH3:17][O:11][C:10](=[O:12])[C@H:8]([CH2:7][CH:1]1[CH2:6][CH2:5][CH2:4][CH2:3][CH2:2]1)[NH2:9] |f:3.4|. Procedure details: This was synthesised according to Standard Procedure 1, using 3-cyclohexyl-L-alanine (3.0 g, 17.5 mmol), methanol (30 ml), and thionyl chloride (2.56 ml, 35 mmol). The product was isolated as a white solid (3.23 g, 83.9%). The reactants are C(C)(C)(C)OC(N(CC1=C(C=C(C=C1)OC)OC)C1=NC(=C(C=C1)[N+](=O)[O-])C#N)=O ((6-cyano-5-nitro-pyridin-2-yl)-(2,4-dimethoxy-benzyl)-carbamic acid tert-butyl ester). Reagents/catalysts: [Pd] (Pd/C). The solvent is C1CCOC1 (THF), C(C)(=O)O (acetic acid). Reaction conditions: time 8 hour. Yields the product C(C)(C)(C)OC(N(CC1=C(C=C(C=C1)OC)OC)C1=NC(=C(C=C1)N)CN)=O ((5-amino-6-aminomethyl-pyridin-2-yl)-(2,4-dimethoxy-benzyl)-carbamic acid tert-butyl ester). Isolated yield 130.7%. As a reaction SMILES: [C:1]([O:5][C:6](=[O:30])[N:7]([C:19]1[CH:24]=[CH:23][C:22]([N+:25]([O-])=O)=[C:21]([C:28]#[N:29])[N:20]=1)[CH2:8][C:9]1[CH:14]=[CH:13][C:12]([O:15][CH3:16])=[CH:11][C:10]=1[O:17][CH3:18])([CH3:4])([CH3:3])[CH3:2]>C1COCC1.C(O)(=O)C.[Pd]>[C:1]([O:5][C:6](=[O:30])[N:7]([C:19]1[CH:24]=[CH:23][C:22]([NH2:25])=[C:21]([CH2:28][NH2:29])[N:20]=1)[CH2:8][C:9]1[CH:14]=[CH:13][C:12]([O:15][CH3:16])=[CH:11][C:10]=1[O:17][CH3:18])([CH3:4])([CH3:2])[CH3:3]. Procedure details: To a solution of (6-cyano-5-nitro-pyridin-2-yl)-(2,4-dimethoxy-benzyl)-carbamic acid tert-butyl ester (1.06 g, 2.56 mmol) in THF (10 mL) and acetic acid (20 mL) was added Pd/C (10%, 200 mg) and the reaction mixture was hydrogenated overnight. The catalyst was filtered and the filtrate evaporated to afford (5-amino-6-aminomethyl-pyridin-2-yl)-(2,4-dimethoxy-benzyl)-carbamic acid tert-butyl ester (1.3 g) as the acetate salt, which was used without further purification. MS: [M+H]+=389. Starting materials: C(C)(=O)O[BH-](OC(C)=O)OC(C)=O.[Na+] (sodium triacetoxyborohydride), FC1=C(OC2=C(C=C(C=O)C=C2)C2=CN(C3=C(N=CC=C32)OC)C)C=CC(=C1)F (4-(2,4-difluorophenoxy)-3-(7-methoxy-1-methyl-1H-pyrrolo[2,3-c]pyridin-3-yl)benzaldehyde), N1CCC(CC1)NC(OC(C)(C)C)=O (tert-butyl piperidin-4-ylcarbamate), C(C)(=O)O (acetic acid). Solvent: ClCCl (dichloromethane). Conditions: time 2 hour. Yields the product FC1=C(OC2=C(C=C(CN3CCC(CC3)NC(OC(C)(C)C)=O)C=C2)C2=CN(C3=C(N=CC=C32)OC)C)C=CC(=C1)F (tert-butyl 1-(4-(2,4-difluorophenoxy)-3-(7-methoxy-1-methyl-1H-pyrrolo[2,3-c]pyridin-3-yl)benzyl)piperidin-4-ylcarbamate). Isolated yield 426.9%. As a reaction SMILES: [F:1][C:2]1[CH:28]=[C:27]([F:29])[CH:26]=[CH:25][C:3]=1[O:4][C:5]1[CH:12]=[CH:11][C:8]([CH:9]=O)=[CH:7][C:6]=1[C:13]1[C:21]2[C:16](=[C:17]([O:22][CH3:23])[N:18]=[CH:19][CH:20]=2)[N:15]([CH3:24])[CH:14]=1.[NH:30]1[CH2:35][CH2:34][CH:33]([NH:36][C:37](=[O:43])[O:38][C:39]([CH3:42])([CH3:41])[CH3:40])[CH2:32][CH2:31]1.C(O)(=O)C.C(O[BH-](OC(=O)C)OC(=O)C)(=O)C.[Na+]>ClCCl>[F:1][C:2]1[CH:28]=[C:27]([F:29])[CH:26]=[CH:25][C:3]=1[O:4][C:5]1[CH:12]=[CH:11][C:8]([CH2:9][N:30]2[CH2:31][CH2:32][CH:33]([NH:36][C:37](=[O:43])[O:38][C:39]([CH3:41])([CH3:40])[CH3:42])[CH2:34][CH2:35]2)=[CH:7][C:6]=1[C:13]1[C:21]2[C:16](=[C:17]([O:22][CH3:23])[N:18]=[CH:19][CH:20]=2)[N:15]([CH3:24])[CH:14]=1 |f:3.4|. Procedure: A solution of Example 105B (125 mg, 0.317 mmol), tert-butyl piperidin-4-ylcarbamate (190 mg, 0.951 mmol) and acetic acid (0.181 mL, 3.17 mmol) in dichloromethane (3 mL) was heated at 50° C. for 1 hour. The reaction mixture was cooled in an ice bath and the sodium triacetoxyborohydride (134 mg, 0.634 mmol) was added portionwise over a few minutes. The reaction mixture was stirred 2 hours while warming to ambient temperature. The reaction mixture was quenched with 1 M sodium hydroxide (2 mL) and p... The reactants are NC(C1=CC(=C(C(=O)OC)C=C1)F)=NO (methyl 4-[amino(hydroxyimino)methyl]-2-fluorobenzoate), CS(=O)(=O)C=1C=C(C#N)C=CC1 (3-methylsulfonylbenzonitrile). Yields the product ON=C(N)C1=CC(=CC=C1)S(=O)(=O)C (N′-hydroxy-3-(methylsulfonyl)benzenecarboximidamide). Isolated yield 75.0%. As a reaction SMILES: [NH2:1][C:2](=[N:14][OH:15])[C:3]1[CH:12]=[CH:11][C:6](C(OC)=O)=[C:5](F)[CH:4]=1.[CH3:16][S:17](C1C=C(C=CC=1)C#N)(=[O:19])=[O:18]>>[OH:15][N:14]=[C:2]([C:3]1[CH:12]=[CH:11][CH:6]=[C:5]([S:17]([CH3:16])(=[O:19])=[O:18])[CH:4]=1)[NH2:1]. Procedure: The title compound was obtained following procedure described for Intermediate 1 step 2 but starting from 3-methylsulfonylbenzonitrile (3.03 g; 16.72 mmol) to give the title compound as a white powder (2.69 g, 75%). 1H NMR (DMSO-d6, 300 MHz) δ 9.88 (s, 1H), 8.21 (t, J=1.68 Hz, 1H), 8.00 (dt, J=1.44, 7.93 Hz, 1H), 7.91 (dt, J=1.49, 7.80 Hz, 1H), 7.66 (t, J=7.84 Hz, 1H), 6.03 (s, 2H), 3.23 (s, 3H). Reactants: O1C(=O)C(=CC2=CC=CC=C12)C(=O)O (Coumarin-3-carboxylic acid), C1(=CC=C(C=C1)S(=O)(=O)O)C (para-toluene sulfonic acid), OCCC(C)=O (4-hydroxy-2-butanone). Yields the product O=C(CCOC(=O)C=1C(OC2=CC=CC=C2C1)=O)C (2-oxo-2H-chromene-3-carboxylic acid 3-oxo-butyl ester). Reaction SMILES: [O:1]1[C:11]2[C:6](=[CH:7][CH:8]=[CH:9][CH:10]=2)[CH:5]=[C:4]([C:12]([OH:14])=[O:13])[C:2]1=[O:3].C1(C)C=CC(S(O)(=O)=O)=CC=1.O[CH2:27][CH2:28][C:29](=[O:31])[CH3:30]>>[O:31]=[C:29]([CH3:30])[CH2:28][CH2:27][O:13][C:12]([C:4]1[C:2](=[O:3])[O:1][C:11]2[C:6]([CH:5]=1)=[CH:7][CH:8]=[CH:9][CH:10]=2)=[O:14]. Reported procedure: Coumarin-3-carboxylic acid (25.0 g, 131 mmol) is dissolved into 100 mL of 4-hydroxy-2-butanone with ˜0.050 g of para-toluene sulfonic acid in a round bottom flask equipped with a stir bar and condenser packed with molecular sieves. The pressure is reduced to ˜15 mmHg and the system is refluxed for 10 hours. The solvents are removed by rotary evaporation. The solid organic residue is purified by column chromatography using 3:1 ethyl acetate:hexanes to yield 2-oxo-2H-chromene-3-carboxylic acid 3-o...